From a dataset of the Open Reaction Database (ORD), a public repository of structured organic reaction records. describe an organic reaction: reactants, conditions, products, and yield Reactants: [OH-].[K+] (KOH), ClC1=CC=C(C=C1)C(CN1C2=C(C=3C=C(C=CC13)C)CCN(CC2)C)(C)O (2-(4-Chlorophenyl)-1-(3,9-dimethyl-2,3,4,5-tetrahydroazepino[4,5-b]indol-6(1H)-yl)propan-2-ol), OS(=O)(=O)O (H2SO4). Run in O (water). Conditions: temperature 90 celsius, time 2 hour. The product is ClC1=CC=C(C=C1)/C(=C/N1C2=C(C=3C=C(C=CC13)C)CCN(CC2)C)/C (6-((E)-2-(4-chlorophenyl)prop-1-enyl)-1,2,3,4,5,6-hexahydro-3,9-dimethylazepino[4,5-b]indole), product. RXN SMILES: [Cl:1][C:2]1[CH:7]=[CH:6][C:5]([C:8](O)([CH3:26])[CH2:9][N:10]2[C:18]3[CH:17]=[CH:16][C:15]([CH3:19])=[CH:14][C:13]=3[C:12]3[CH2:20][CH2:21][N:22]([CH3:25])[CH2:23][CH2:24][C:11]2=3)=[CH:4][CH:3]=1.OS(O)(=O)=O.[OH-].[K+]>O>[Cl:1][C:2]1[CH:3]=[CH:4][C:5](/[C:8](/[CH3:26])=[CH:9]/[N:10]2[C:18]3[CH:17]=[CH:16][C:15]([CH3:19])=[CH:14][C:13]=3[C:12]3[CH2:20][CH2:21][N:22]([CH3:25])[CH2:23][CH2:24][C:11]2=3)=[CH:6][CH:7]=1 |f:2.3|. Reported procedure: The title compound was prepared by following general procedure 6. 2-(4-Chlorophenyl)-1-(3,9-dimethyl-2,3,4,5-tetrahydroazepino[4,5-b]indol-6(1H)-yl)propan-2-ol (100 mg, 0.261 mmol) was taken into 2.0 mL of 25% H2SO4 in water, and stirred at 90° C. for 2 h. The reaction was monitored by LCMS. The reaction mixture was cooled and basified with aq. KOH solution and extracted with ethyl acetate. The organic layer was dried over anhydrous sodium sulfate and evaporated under reduced pressure. The crude... The reagents and catalysts are CC(O)c1ccccc1P(c2ccccc2)c3ccccc3. The reactants are Br[Mg]c1ccccc1 (effective_coupling_partner), CCN(CC)C(=O)Oc1cccc(N(C)C)c1 (substrate). Conditions: temperature 25 celsius, time 1 hour. Product: CN(C)c2cccc(c1ccccc1)c2. Starting materials: [Br-], C[P+](c1ccccc1)(c1ccccc1)c1ccccc1, O=Cc1ncn2c1C1CCCN1C(=O)c1c(Cl)cccc1-2, [NH2-], N, [Na], C1CCOC1. Product: C=Cc1ncn2c1C1CCCN1C(=O)c1c(Cl)cccc1-2. As a reaction SMILES: [Br-:30].[CH3:31][P+:32]([c:33]1[cH:34][cH:35][cH:36][cH:37][cH:38]1)([c:39]1[cH:40][cH:41][cH:42][cH:43][cH:44]1)[c:45]1[cH:46][cH:47][cH:48][cH:49][cH:50]1.[Cl:3][c:4]1[cH:5][cH:6][cH:7][c:8]2[c:9]1[C:10](=[O:23])[N:11]1[CH:12]([c:13]3[n:14]-2[cH:15][n:16][c:17]3[CH:18]=[O:19])[CH2:20][CH2:21][CH2:22]1.[NH2-:2].[NH3:24].[Na:1].[O:25]1[CH2:26][CH2:29][CH2:28][CH2:27]1>>[Cl:3][c:4]1[cH:5][cH:6][cH:7][c:8]2[c:9]1[C:10](=[O:23])[N:11]1[CH:12]([c:13]3[n:14]-2[cH:15][n:16][c:17]3[CH:18]=[CH2:26])[CH2:20][CH2:21][CH2:22]1. Reactants: OS(=O)(=O)O (H2SO4), ClC1=C(N=CC(=N1)N[C@H]1[C@H](CCCC1)NC([O-])=O)C#N (((1S,2R)-2-((6-chloro-5-cyanopyrazin-2-yl)amino)cyclohexyl)carbamate), NC=1C=NC=CC1 (3-aminopyridine), C([O-])([O-])=O.[Cs+].[Cs+] (cesium carbonate), C=1C=CC(=CC1)P(C=2C=CC=CC2)C3=CC=C4C=CC=CC4=C3C5=C6C=CC=CC6=CC=C5P(C=7C=CC=CC7)C=8C=CC=CC8 (BINAP). The reagents and catalysts are CC(=O)[O-].CC(=O)[O-].[Pd+2] (Pd(OAc)2). Solvent: O (water), C(=O)(C(F)(F)F)O (TFA), O1CCOCC1 (dioxane). Reaction conditions: temperature 110 celsius, time 2 hour. The product is N[C@@H]1[C@@H](CCCC1)NC=1N=C(C(=NC1)C(=O)N)NC=1C=NC=CC1 (5-(((1R,2S)-2-aminocyclohexyl)amino)-3-(pyridin-3-ylamino)pyrazine-2-carboxamide). The yield is 112.4%. RXN SMILES: Cl[C:2]1[N:7]=[C:6]([NH:8][C@@H:9]2[CH2:14][CH2:13][CH2:12][CH2:11][C@@H:10]2[NH:15]C(=O)[O-])[CH:5]=[N:4][C:3]=1[C:19]#[N:20].[NH2:21][C:22]1[CH:23]=[N:24][CH:25]=[CH:26][CH:27]=1.C(=O)([O-])[O-:29].[Cs+].[Cs+].C1C=CC(P(C2C(C3C(P(C4C=CC=CC=4)C4C=CC=CC=4)=CC=C4C=3C=CC=C4)=C3C(C=CC=C3)=CC=2)C2C=CC=CC=2)=CC=1.OS(O)(=O)=O>O1CCOCC1.C(O)(C(F)(F)F)=O.O.CC([O-])=O.CC([O-])=O.[Pd+2]>[NH2:15][C@H:10]1[CH2:11][CH2:12][CH2:13][CH2:14][C@H:9]1[NH:8][C:6]1[N:7]=[C:2]([NH:21][C:22]2[CH:23]=[N:24][CH:25]=[CH:26][CH:27]=2)[C:3]([C:19]([NH2:20])=[O:29])=[N:4][CH:5]=1 |f:2.3.4,10.11.12|. Reported procedure: The mixture of tert-tutyl ((1S,2R)-2-((6-chloro-5-cyanopyrazin-2-yl)amino)cyclohexyl)carbamate (100 mg, 0.28 mmol), 3-aminopyridine (53 mg, 0.56 mmol), powder cesium carbonate (360 mg, 1.12 mmol), BINAP (37 mg, 0.06 mmol), Pd(OAc)2 (14 mg, 0.06 mmol) in 20 mL dioxane was degassed with argon stream. It was stirred in argon atmosphere at 110° C. for 2 h. The mixture was cooled, diluted with 100 mL EtOAc, vigorously stirred, and filtered through celite. The filtrate was concentrated and subjected t... The reactants are C1CCOC1, CC1CN(c2ccc([N+](=O)[O-])nc2)CC(C)O1. Product: CC1CN(c2ccc(N)nc2)CC(C)O1. As a reaction SMILES: [CH2:18]1[O:19][CH2:20][CH2:21][CH2:22]1.[CH3:1][CH:2]1[O:3][CH:4]([CH3:17])[CH2:5][N:6]([c:8]2[cH:9][n:10][c:11]([N+:14]([O-:15])=[O:16])[cH:12][cH:13]2)[CH2:7]1>>[CH3:1][CH:2]1[O:3][CH:4]([CH3:17])[CH2:5][N:6]([c:8]2[cH:9][n:10][c:11]([NH2:14])[cH:12][cH:13]2)[CH2:7]1. Starting materials: C1OC(COCCC2=COC3=C2C=CC=C3O)(C3=CC=CC=C3)OC1 (3-(2-(2,2-ethylenedioxy-2-phenylethoxy)ethyl)-7-hydroxybenzofuran), O (water). Reagents/catalysts: Cl (hydrochloric acid). Solvent: C1CCOC1 (THF). Reaction conditions: temperature 50 celsius, time 29 hour. The product is O=C(COCCC1=COC2=C1C=CC=C2O)C2=CC=CC=C2 (3-(2-(2-oxo-2-phenylethoxy)ethyl)-7-hydroxybenzofuran). Yield: 68.9%. Reaction SMILES: C1CO[C:3]([C:18]2[CH:23]=[CH:22][CH:21]=[CH:20][CH:19]=2)([CH2:4][O:5][CH2:6][CH2:7][C:8]2[C:12]3[CH:13]=[CH:14][CH:15]=[C:16]([OH:17])[C:11]=3[O:10][CH:9]=2)[O:2]1.O>C1COCC1.Cl>[O:2]=[C:3]([C:18]1[CH:23]=[CH:22][CH:21]=[CH:20][CH:19]=1)[CH2:4][O:5][CH2:6][CH2:7][C:8]1[C:12]2[CH:13]=[CH:14][CH:15]=[C:16]([OH:17])[C:11]=2[O:10][CH:9]=1. Procedure details: 3-(2-(2,2-ethylenedioxy-2-phenylethoxy)ethyl)-7-hydroxybenzofuran (185 mg) was dissolved in THF (3 ml). To this solution, one drop of concentrated hydrochloric acid was added and the solution was stirred at 50° C. for 29 hours, followed by refluxing the solution for 3 hours. The reaction solution was poured into water layer (30 ml) and extracted twice with ethyl acetate (20 ml). The organic layers were combined and washed with saturated brine, followed by drying over sodium sulfate. After removi...